This data is from the Open Reaction Database (ORD), a public repository of structured organic reaction records. The task is: describe an organic reaction: reactants, conditions, products, and yield The reactants are CC1=C(C(=CC=C1)C)N=C=O (2,6-Dimethylphenylisocyanate), C(C)(C)N1CNCCC1 (N-isopropylhexahydropyrimidine). The solvent is C(C)#N (acetonitrile). Product: CC1=C(C(=CC=C1)C)NC(=O)N1CN(CCC1)C(C)C (1-(2,6-Dimethylphenylaminocarbonyl)-3-isopropylhexahydropyrimidine). RXN SMILES: [CH3:1][C:2]1[CH:7]=[CH:6][CH:5]=[C:4]([CH3:8])[C:3]=1[N:9]=[C:10]=[O:11].[CH:12]([N:15]1[CH2:20][CH2:19][CH2:18][NH:17][CH2:16]1)([CH3:14])[CH3:13]>C(#N)C>[CH3:8][C:4]1[CH:5]=[CH:6][CH:7]=[C:2]([CH3:1])[C:3]=1[NH:9][C:10]([N:17]1[CH2:18][CH2:19][CH2:20][N:15]([CH:12]([CH3:14])[CH3:13])[CH2:16]1)=[O:11]. Procedure details: 2,6-Dimethylphenylisocyanate (1.5 g) was added dropwise to a solution of N-isopropylhexahydropyrimidine (1.3 g) in acetonitrile (5 ml) (exothermic). After cooling the title compound was isolated by filtration and recrystallised from acetonitrile (2,5 g, 89%), mp 138°-139° C. The reactants are O=C(O)C(F)(F)F, COc1ccc2c(c1)C(O)=C(C(=O)NCC(=O)OC(C)(C)C)C(=O)C21CCOCC1. Yields the product COc1ccc2c(c1)C(O)=C(C(=O)NCC(=O)O)C(=O)C21CCOCC1. Reaction SMILES: [F:31][C:32]([F:33])([F:34])[C:35]([OH:36])=[O:37].[OH:1][C:2]1=[C:3]([C:20](=[O:21])[NH:22][CH2:23][C:24](=[O:25])[O:26][C:27]([CH3:28])([CH3:29])[CH3:30])[C:4](=[O:19])[C:5]2([c:6]3[cH:7][cH:8][c:9]([O:12][CH3:13])[cH:10][c:11]31)[CH2:14][CH2:15][O:16][CH2:17][CH2:18]2>>[OH:1][C:2]1=[C:3]([C:20](=[O:21])[NH:22][CH2:23][C:24](=[O:25])[OH:26])[C:4](=[O:19])[C:5]2([c:6]3[cH:7][cH:8][c:9]([O:12][CH3:13])[cH:10][c:11]31)[CH2:14][CH2:15][O:16][CH2:17][CH2:18]2. The reactants are C(C)N1C(C2=C(C=3C=C(C=CC13)F)OC(C(=C2O)[N+](=O)[O-])=O)=O (6-ethyl-9-fluoro-5,6-dihydro-3-nitro-2,5-dioxo-2H-pyrano[3,2-c]quinoline-4-ol), CC(=O)C (acetone), [Na] (sodium). Solvent: O (water). Yields the product C(C)N1C(C2=C(C=3C=C(C=CC13)F)OC(C(=C2O)[N+](=O)[O-])=O)=O.[Na] (6-Ethyl-9-fluoro-5,6-dihydro-3-nitro-2,5-dioxo-2H-pyrano[3,2-c]quinoline-4-ol sodium). Reaction SMILES: [CH2:1]([N:3]1[C:12]2[CH:11]=[CH:10][C:9]([F:13])=[CH:8][C:7]=2[C:6]2[O:14][C:15](=[O:22])[C:16]([N+:19]([O-:21])=[O:20])=[C:17]([OH:18])[C:5]=2[C:4]1=[O:23])[CH3:2].CC(C)=O.[Na:28]>O>[CH2:1]([N:3]1[C:12]2[CH:11]=[CH:10][C:9]([F:13])=[CH:8][C:7]=2[C:6]2[O:14][C:15](=[O:22])[C:16]([N+:19]([O-:21])=[O:20])=[C:17]([OH:18])[C:5]=2[C:4]1=[O:23])[CH3:2].[Na:28] |f:4.5,^1:27,52|. Procedure: 0.05 Mole of 6-ethyl-9-fluoro-5,6-dihydro-3-nitro-2,5-dioxo-2H-pyrano[3,2-c]quinoline-4-ol from Example 19 (16 g) are suspended in 250 ml of water. 15 ml of acetone are added and then such a quantity of 1 N-sodium hydrogenocarbonate solution is added that the pH-value of the solution is 7.0 to 7.5. After completion of the salt formation, the whole is heated to 70° to 80° C., filtered and the crystals that have formed upon cooling are filtered off with suction. They are washed with water and drie... Starting materials: ClC=1C=NC=C(C1SC1=C(C=C(S1)C(=O)O)[N+](=O)[O-])Cl (5-[(3,5-dichloro-4-pyridyl)sulfanyl]-4-nitro-thiophene-2-carboxylic acid), ClC1=CC=C(C=N1)CN ((6-chloropyridin-3-yl)methylamine). The product is ClC1=CC=C(C=N1)CNC(=O)C=1SC(=C(C1)[N+](=O)[O-])SC1=C(C=NC=C1Cl)Cl (N-((6-chloropyridin-3-yl)methyl)-5-((3,5-dichloropyridin-4-yl)thio)-4-nitrothiophene-2-carboxamide), solid. Isolated yield 37.0%. As a reaction SMILES: [Cl:1][C:2]1[CH:3]=[N:4][CH:5]=[C:6]([Cl:20])[C:7]=1[S:8][C:9]1[S:13][C:12]([C:14]([OH:16])=O)=[CH:11][C:10]=1[N+:17]([O-:19])=[O:18].[Cl:21][C:22]1[N:27]=[CH:26][C:25]([CH2:28][NH2:29])=[CH:24][CH:23]=1>>[Cl:21][C:22]1[N:27]=[CH:26][C:25]([CH2:28][NH:29][C:14]([C:12]2[S:13][C:9]([S:8][C:7]3[C:6]([Cl:20])=[CH:5][N:4]=[CH:3][C:2]=3[Cl:1])=[C:10]([N+:17]([O-:19])=[O:18])[CH:11]=2)=[O:16])=[CH:24][CH:23]=1. Reported procedure: Prepared according to the procedure described for example 50 from 5-[(3,5-dichloro-4-pyridyl)sulfanyl]-4-nitro-thiophene-2-carboxylic acid (1.0 g, 2.85 mmol) and (6-chloropyridin-3-yl)methylamine (488 mg, 3.42 mmol). The title compound was obtained as a solid (500 mg, 37% yield). 1H NMR (400 MHz, d6-DMSO) δ: 9.43 (1H, m), 9.00 (2H, s), 8.44 (1H, s), 8.34 (1H, s), 7.77 (1H, dd), 7.49 (1H, dd), 4.23 (2H, m). MS m/z: 473.05, 475.03 [M+H]+. The reactants are ClC1=CC(=CC(=N1)C(=O)OC)C (Methyl 6-chloro-4-methyl-pyridine-2-carboxylate), C(C)C(CC)C1=CC(=CC(=N1)C(=O)O)OC (6-(1-ethyl-propyl)-4-methoxy-pyridine-2-carboxylic acid). Product: C(C)C(CC)C1=CC(=CC(=N1)C(=O)O)C (6-(1-Ethyl-propyl)-4-methyl-pyridine-2-carboxylic acid). RXN SMILES: Cl[C:2]1[N:7]=[C:6]([C:8]([O:10]C)=[O:9])[CH:5]=[C:4]([CH3:12])[CH:3]=1.[CH2:13]([CH:15](C1N=C(C(O)=O)C=C(OC)C=1)[CH2:16][CH3:17])[CH3:14]>>[CH2:13]([CH:15]([C:2]1[N:7]=[C:6]([C:8]([OH:10])=[O:9])[CH:5]=[C:4]([CH3:12])[CH:3]=1)[CH2:16][CH3:17])[CH3:14]. Procedure: Methyl 6-chloro-4-methyl-pyridine-2-carboxylate (500 mg, 2.69 mmol) is treated with 1-ethyl-propyl zinkbromide and saponified as described for 6-(1-ethyl-propyl)-4-methoxy-pyridine-2-carboxylic acid to give the title compound (220 mg) as a pale yellow oil; LC-MS**: tR=0.37 min, [M+1]+=208.29; 1H NMR (CDCl3): δ 0.80 (t, J=7.3 Hz, 6H), 1.69-1.81 (m, 4H), 2.48 (s, 3H), 2.58-2.67 (m, 1H), 7.21 (s, 1H), 7.91 (s, 1H). Reactants: CCO, Cl, N#Cc1cc(F)ccc1-n1cncn1. The product is Cl, NCc1cc(F)ccc1-n1cncn1. As a reaction SMILES: [CH3:16][CH2:17][OH:18].[ClH:15].[F:1][c:2]1[cH:3][cH:4][c:5](-[n:10]2[n:11][cH:12][n:13][cH:14]2)[c:6]([C:7]#[N:8])[cH:9]1>>[ClH:15].[F:1][c:2]1[cH:3][cH:4][c:5](-[n:10]2[n:11][cH:12][n:13][cH:14]2)[c:6]([CH2:7][NH2:8])[cH:9]1. Starting materials: CCOC(=O)c1cnc2cc(N)ccc2c1, ClC(Cl)Cl, O=C(Cl)c1ccccc1-c1ccc(C(F)(F)F)cc1, c1ccncc1. Yields the product CCOC(=O)c1cnc2cc(NC(=O)c3ccccc3-c3ccc(C(F)(F)F)cc3)ccc2c1. As a reaction SMILES: [CH2:1]([CH3:2])[O:3][C:4](=[O:5])[c:6]1[cH:7][n:8][c:9]2[cH:10][c:11]([NH2:16])[cH:12][cH:13][c:14]2[cH:15]1.[CH:42]([Cl:43])([Cl:44])[Cl:45].[F:23][C:24]([c:25]1[cH:26][cH:27][c:28](-[c:31]2[c:32]([C:37](=[O:38])[Cl:39])[cH:33][cH:34][cH:35][cH:36]2)[cH:29][cH:30]1)([F:40])[F:41].[cH:17]1[cH:18][cH:19][n:20][cH:21][cH:22]1>>[CH2:1]([CH3:2])[O:3][C:4](=[O:5])[c:6]1[cH:7][n:8][c:9]2[cH:10][c:11]([NH:16][C:37]([c:32]3[c:31](-[c:28]4[cH:27][cH:26][c:25]([C:24]([F:23])([F:40])[F:41])[cH:30][cH:29]4)[cH:36][cH:35][cH:34][cH:33]3)=[O:38])[cH:12][cH:13][c:14]2[cH:15]1. Product: [Br-], O=C(C[N+]12CCC(CC1)C(OC(=O)C1(c3ccccc3)CCCCCC1)C2)Nc1cc(F)ccc1F. Reactants: O=C(CBr)Nc1cc(F)ccc1F, CC#N, O=C(OC1CN2CCC1CC2)C1(c2ccccc2)CCCCCC1. RXN SMILES: [Br:1][CH2:2][C:3](=[O:4])[NH:5][c:6]1[c:7]([F:13])[cH:8][cH:9][c:10]([F:12])[cH:11]1.[CH3:38][C:39]#[N:40].[N:14]12[CH2:15][CH:16]([O:22][C:23](=[O:24])[C:25]3([c:32]4[cH:33][cH:34][cH:35][cH:36][cH:37]4)[CH2:26][CH2:27][CH2:28][CH2:29][CH2:30][CH2:31]3)[CH:17]([CH2:18][CH2:19]1)[CH2:20][CH2:21]2>>[Br-:1].[CH2:2]([C:3](=[O:4])[NH:5][c:6]1[c:7]([F:13])[cH:8][cH:9][c:10]([F:12])[cH:11]1)[N+:14]12[CH2:15][CH:16]([O:22][C:23](=[O:24])[C:25]3([c:32]4[cH:33][cH:34][cH:35][cH:36][cH:37]4)[CH2:26][CH2:27][CH2:28][CH2:29][CH2:30][CH2:31]3)[CH:17]([CH2:18][CH2:19]1)[CH2:20][CH2:21]2.